describe an organic reaction: reactants, conditions, products, and yield From a dataset of the Open Reaction Database (ORD), a public repository of structured organic reaction records. The reactants are S1C(=NC2=C1C=CC=C2)N[C@H]2C[C@H](C2)OC2=NC=CC=C2C2=CCN(CC2)C(C)=O (1-(4-(2-(cis-3-(benzo[d]thiazol-2-ylamino)cyclobutoxy)pyridin-3-yl)-5,6-dihydropyridin-1(2H)-yl)ethanone), CC=1C=C2C(=CC1C)N(C3=NC(=O)NC(=O)C3=N2)C[C@@H]([C@@H]([C@@H](CO)O)O)O (E101). The reagents and catalysts are [OH-].[Pd+2].[OH-] (palladium hydroxide), [Pd] (Pd). The solvent is C(C)O (ethanol). The product is S1C(=NC2=C1C=CC=C2)N[C@H]2C[C@H](C2)OC2=NC=CC=C2C2CCN(CC2)C(C)=O (1-(4-(2-(cis-3-(benzo[d]thiazol-2-ylamino)cyclobutoxy)pyridin-3-yl)piperidin-1-yl)ethanone). RXN SMILES: [S:1]1[C:5]2[CH:6]=[CH:7][CH:8]=[CH:9][C:4]=2[N:3]=[C:2]1[NH:10][C@@H:11]1[CH2:14][C@H:13]([O:15][C:16]2[C:21]([C:22]3[CH2:27][CH2:26][N:25]([C:28](=[O:30])[CH3:29])[CH2:24][CH:23]=3)=[CH:20][CH:19]=[CH:18][N:17]=2)[CH2:12]1.CC1C=C2N=C3C(=NC(NC3=O)=O)N(C[C@H](O)[C@H](O)[C@H](O)CO)C2=CC=1C>C(O)C.[OH-].[Pd+2].[OH-].[Pd]>[S:1]1[C:5]2[CH:6]=[CH:7][CH:8]=[CH:9][C:4]=2[N:3]=[C:2]1[NH:10][C@@H:11]1[CH2:12][C@H:13]([O:15][C:16]2[C:21]([CH:22]3[CH2:23][CH2:24][N:25]([C:28](=[O:30])[CH3:29])[CH2:26][CH2:27]3)=[CH:20][CH:19]=[CH:18][N:17]=2)[CH2:14]1 |f:3.4.5|. Procedure details: A solution of 1-(4-(2-(cis-3-(benzo[d]thiazol-2-ylamino)cyclobutoxy)pyridin-3-yl)-5,6-dihydropyridin-1(2H)-yl)ethanone (0.12 g, 0.28 mmol) in ethanol (2 mL) was added palladium hydroxide, 20 wt. % Pd (dry basis) on carbon, wet, Degussa type E101 NE/W (0.039 g, 0.056 mmol) and hydrogenated (double-walled balloon pressure) at 50° C. for 3 days. The cooled reaction was filtered via a pad of Celite®, and the filtrate was concentrated in vacuo and purified via flash column chromatography (20% EtOAc/H... Starting materials: S1N=CC=C1[C@@]12N=C(SC[C@@H]1CNC2)NC(C2=CC=CC=C2)=O (N-[(4aR,7aR)-7a-Isothiazol-5-yl-4a,5,6,7-tetrahydro-4H-pyrrolo[3,4-d][1,3]thiazin-2-yl]benzamide), ClC1=NC(=C(C(=N1)CC(C)O)F)C ((2-Chloro-5-fluoro-6-methyl-pyrimidin-4-yl)propan-2-ol), O1CCOCC1 (1,4-dioxane), C(C)(C)N(CC)C(C)C (diisopropylethylamine). Reaction conditions: temperature 110 celsius, time 3 minute. The product is FC=1C(=NC(=NC1C)N1C[C@@]2(N=C(SC[C@@H]2C1)NC(C1=CC=CC=C1)=O)C1=CC=NS1)C(C)(C)O (N-[(4aR,7aR)-6-[5-Fluoro-4-(1-hydroxy-1-methyl-ethyl)-6-methyl-pyrimidin-2-yl]-7a-isothiazol-5-yl-4,4a,5,7-tetrahydropyrrolo[3,4-d][1,3]thiazin-2-yl]benzamide). As a reaction SMILES: Cl[C:2]1[N:7]=[C:6](CC(O)C)[C:5]([F:12])=[C:4]([CH3:13])[N:3]=1.[S:14]1[C:18]([C@:19]23[CH2:27][NH:26][CH2:25][C@H:24]2[CH2:23][S:22][C:21]([NH:28][C:29](=[O:36])[C:30]2[CH:35]=[CH:34][CH:33]=[CH:32][CH:31]=2)=[N:20]3)=[CH:17][CH:16]=[N:15]1.[CH:37](N(C(C)C)CC)(C)C.[O:46]1[CH2:51][CH2:50]OCC1>>[F:12][C:5]1[C:6]([C:51]([OH:46])([CH3:50])[CH3:37])=[N:7][C:2]([N:26]2[CH2:25][C@@H:24]3[C@@:19]([C:18]4[S:14][N:15]=[CH:16][CH:17]=4)([N:20]=[C:21]([NH:28][C:29](=[O:36])[C:30]4[CH:35]=[CH:34][CH:33]=[CH:32][CH:31]=4)[S:22][CH2:23]3)[CH2:27]2)=[N:3][C:4]=1[CH3:13]. Procedure details: (2-Chloro-5-fluoro-6-methyl-pyrimidin-4-yl)propan-2-ol (104 mg, 0.51 mmol) is dissolved in 1,4-dioxane (3 mL). N-[(4aR,7aR)-7a-Isothiazol-5-yl-4a,5,6,7-tetrahydro-4H-pyrrolo[3,4-d][1,3]thiazin-2-yl]benzamide (125 mg, 0.36 mmol) is added followed by diisopropylethylamine (158 μL, 0.91 mmol). The reaction is heated via microwave irradiation in a sealed microwave vessel to 110° C. for 1 hr. The reaction is concentrated to give the crude product. The crude product is purified via HPLC using a Waters...